This data is from the Open Reaction Database (ORD), a public repository of structured organic reaction records. The task is: describe an organic reaction: reactants, conditions, products, and yield Starting materials: BrC1=CC=C(C=N1)C(=O)N1CCN(CC1)C1=NC=C(C=C1C)CC ((6-bromopyridin-3-yl)[4-(5-ethyl-3-methylpyridin-2-yl)piperazin-1-yl]methanone), O=C1OC[C@H](N1)COC(C1=CC=CC=C1)=O (benzoic acid (R)-2-oxooxazolidin-4-ylmethyl ester). Product: C(C)C=1C=C(C(=NC1)N1CCN(CC1)C(=O)C=1C=CC(=NC1)N1C(OC[C@H]1CO)=O)C ((R)-3-{5-[4-(5-ethyl-3-methylpyridin-2-yl)piperazine-1-carbonyl]pyridin-2-yl}-4-hydroxymethyloxazolidin-2-one). Isolated yield 54.4%. RXN SMILES: Br[C:2]1[N:7]=[CH:6][C:5]([C:8]([N:10]2[CH2:15][CH2:14][N:13]([C:16]3[C:21]([CH3:22])=[CH:20][C:19]([CH2:23][CH3:24])=[CH:18][N:17]=3)[CH2:12][CH2:11]2)=[O:9])=[CH:4][CH:3]=1.[O:25]=[C:26]1[NH:30][C@H:29]([CH2:31][O:32]C(=O)C2C=CC=CC=2)[CH2:28][O:27]1>>[CH2:23]([C:19]1[CH:20]=[C:21]([CH3:22])[C:16]([N:13]2[CH2:14][CH2:15][N:10]([C:8]([C:5]3[CH:4]=[CH:3][C:2]([N:30]4[C@H:29]([CH2:31][OH:32])[CH2:28][O:27][C:26]4=[O:25])=[N:7][CH:6]=3)=[O:9])[CH2:11][CH2:12]2)=[N:17][CH:18]=1)[CH3:24]. Procedure: By reaction and treatment in the same manner as in Example 19 and using (6-bromopyridin-3-yl)[4-(5-ethyl-3-methylpyridin-2-yl)piperazin-1-yl]methanone (530 mg) described in Preparation Example 145 and benzoic acid (R)-2-oxooxazolidin-4-ylmethyl ester (466 mg), the title compound (315 mg) was obtained.